This data is from the Open Reaction Database (ORD), a public repository of structured organic reaction records. The task is: describe an organic reaction: reactants, conditions, products, and yield Starting materials: O=C1CCC(N2Cc3c(OCc4cccc(CBr)c4)cccc3C2=O)C(=O)N1, CCN(C(C)C)C(C)C, CC#N, O, c1ccc(C2CCNCC2)cc1. Yields the product O=C1CCC(N2Cc3c(OCc4cccc(CN5CCC(c6ccccc6)CC5)c4)cccc3C2=O)C(=O)N1. As a reaction SMILES: [Br:4][CH2:5][c:6]1[cH:7][c:8]([CH2:9][O:10][c:11]2[c:12]3[c:16]([cH:17][cH:18][cH:19]2)[C:15](=[O:20])[N:14]([CH:21]2[C:22](=[O:28])[NH:23][C:24](=[O:27])[CH2:25][CH2:26]2)[CH2:13]3)[cH:29][cH:30][cH:31]1.[CH2:44]([N:45]([CH:46]([CH3:47])[CH3:48])[CH:49]([CH3:50])[CH3:51])[CH3:52].[CH3:1][C:2]#[N:3].[OH2:53].[c:32]1([CH:38]2[CH2:39][CH2:40][NH:41][CH2:42][CH2:43]2)[cH:33][cH:34][cH:35][cH:36][cH:37]1>>[CH2:5]([c:6]1[cH:7][c:8]([CH2:9][O:10][c:11]2[c:12]3[c:16]([cH:17][cH:18][cH:19]2)[C:15](=[O:20])[N:14]([CH:21]2[C:22](=[O:28])[NH:23][C:24](=[O:27])[CH2:25][CH2:26]2)[CH2:13]3)[cH:29][cH:30][cH:31]1)[N:41]1[CH2:40][CH2:39][CH:38]([c:32]2[cH:33][cH:34][cH:35][cH:36][cH:37]2)[CH2:43][CH2:42]1. Run in C(Cl)(Cl)Cl (chloroform). Reaction SMILES: C(OC([NH:8][C@@H:9]([C:14]([OH:16])=[O:15])[CH2:10][CH:11]([CH3:13])[CH3:12])=O)(C)(C)C.[C:17]([O:21][C:22]([NH:24][C@@H:25]([C:27]([OH:29])=O)[CH3:26])=[O:23])([CH3:20])([CH3:19])[CH3:18].C1(N=C=NC2CCCCC2)CCCCC1>C(Cl)(Cl)Cl>[C:17]([O:21][C:22]([NH:24][C@@H:25]([C:27]([NH:8][C@@H:9]([C:14]([OH:16])=[O:15])[CH2:10][CH:11]([CH3:13])[CH3:12])=[O:29])[CH3:26])=[O:23])([CH3:18])([CH3:19])[CH3:20]. Product: C(C)(C)(C)OC(=O)N[C@H](C)C(=O)N[C@H](CC(C)C)C(=O)O (Nα-t-Butoxycarbonyl-D-alanyl-D-leucine). Procedure: Nα-t-Butoxycarbonyl-D-leucine resin (53 g., 42.9 mmol) is deprotected as in part (b), and Nα-t-butoxycarbonyl-D-alanine (8.5 g., 45 mmol) is added followed by the addition of dicyclohexylcarbodiimide, 9.3 g., 45 mmol in chloroform, after 15 to 30 minutes, followed by agitation for 18 hours. The product is separated by filtration and washed three times with dichloromethane, 250 ml., and dried. Reaction conditions: time 18 hour. Starting materials: C(C)(C)(C)OC(=O)N[C@H](CC(C)C)C(=O)O (Nα-t-Butoxycarbonyl-D-leucine), C1(CCCCC1)N=C=NC1CCCCC1 (dicyclohexylcarbodiimide), ( b ), C(C)(C)(C)OC(=O)N[C@H](C)C(=O)O (Nα-t-butoxycarbonyl-D-alanine). Reactants: OCC1=C(N=C(N1CC1=CC=C(C=C1)C1=C(C=CC=C1)C1=NN=NN1C(C1=CC=CC=C1)(C1=CC=CC=C1)C1=CC=CC=C1)CCC)C=C (5-hydroxymethyl-2-n-propyl-1-[(2'-(N-triphenylmethyl-(1H-tetrazol-5-yl))biphenyl-4-yl)methyl]-4-vinylimidazole), CC(=O)OI1(C=2C=CC=CC2C(=O)O1)(OC(=O)C)OC(=O)C (Dess-Martin periodinane). The solvent is C(Cl)Cl (methylene chloride). Run at time 8 hour. Product: C(CC)C=1N(C(=C(N1)C=C)C=O)CC1=CC=C(C=C1)C1=C(C=CC=C1)C1=NN=NN1C(C1=CC=CC=C1)(C1=CC=CC=C1)C1=CC=CC=C1 (2-n-propyl-1-[(2'-(N-triphenylmethyl-(1H-tetrazol-5-yl))biphenyl-4-yl)methyl]-4-vinyl-imidazole-5-carboxaldehyde). Yield: 66.3%. Reaction SMILES: [OH:1][CH2:2][C:3]1[N:7]([CH2:8][C:9]2[CH:14]=[CH:13][C:12]([C:15]3[CH:20]=[CH:19][CH:18]=[CH:17][C:16]=3[C:21]3[N:25]([C:26]([C:39]4[CH:44]=[CH:43][CH:42]=[CH:41][CH:40]=4)([C:33]4[CH:38]=[CH:37][CH:36]=[CH:35][CH:34]=4)[C:27]4[CH:32]=[CH:31][CH:30]=[CH:29][CH:28]=4)[N:24]=[N:23][N:22]=3)=[CH:11][CH:10]=2)[C:6]([CH2:45][CH2:46][CH3:47])=[N:5][C:4]=1[CH:48]=[CH2:49].CC(OI1(OC(C)=O)(OC(C)=O)OC(=O)C2C=CC=CC1=2)=O>C(Cl)Cl>[CH2:45]([C:6]1[N:7]([CH2:8][C:9]2[CH:10]=[CH:11][C:12]([C:15]3[CH:20]=[CH:19][CH:18]=[CH:17][C:16]=3[C:21]3[N:25]([C:26]([C:27]4[CH:32]=[CH:31][CH:30]=[CH:29][CH:28]=4)([C:39]4[CH:40]=[CH:41][CH:42]=[CH:43][CH:44]=4)[C:33]4[CH:34]=[CH:35][CH:36]=[CH:37][CH:38]=4)[N:24]=[N:23][N:22]=3)=[CH:13][CH:14]=2)[C:3]([CH:2]=[O:1])=[C:4]([CH:48]=[CH2:49])[N:5]=1)[CH2:46][CH3:47]. Reported procedure: 5-hydroxymethyl-2-n-propyl-1-[(2'-(N-triphenylmethyl-(1H-tetrazol-5-yl))biphenyl-4-yl)methyl]-4-vinylimidazole (470 mg, 0.73 mmol, 1 eq), Dess-Martin periodinane (J. Org. Chem. (1983) 48, 4155) (341 mg, 0.80 mmol, 1.1 eq) and methylene chloride (10mL) were mixed and stirred under nitrogen overnight. The solvent was removed in vacuo and the residue flash chromatographed in 3:2 hexane ethyl acetate over silica gel to yield 310 mg (66%) of a white glass. NMR (DMSO-d6) δ 9.91 (s,1H); 7.80 (d,1H,J=7H... Reactants: C(C1=CC=C(C(=O)Cl)C=C1)(=O)Cl (Terephthaloyl chloride), C1CCCCCC(=O)NCCCCC1 (ω-laurolactam), ice water. Run in C1CCCCC1 (cyclohexane), N1=CC=CC=C1 (pyridine). The product is C(C1=CC=C(C(=O)N2C(CCCCCCCCCCC2)=O)C=C1)(=O)N1C(CCCCCCCCCCC1)=O (N,N'-Terephthaloylbislaurolactam). RXN SMILES: [C:1](Cl)(=[O:11])[C:2]1[CH:10]=[CH:9][C:5]([C:6](Cl)=[O:7])=[CH:4][CH:3]=1.[CH2:13]1[CH2:26][CH2:25][CH2:24][CH2:23][CH2:22][NH:21][C:19](=[O:20])[CH2:18][CH2:17][CH2:16][CH2:15][CH2:14]1>C1CCCCC1.N1C=CC=CC=1>[C:1]([N:21]1[CH2:22][CH2:23][CH2:24][CH2:25][CH2:26][CH2:13][CH2:14][CH2:15][CH2:16][CH2:17][CH2:18][C:19]1=[O:20])(=[O:11])[C:2]1[CH:10]=[CH:9][C:5]([C:6]([N:21]2[CH2:22][CH2:23][CH2:24][CH2:25][CH2:26][CH2:13][CH2:14][CH2:15][CH2:16][CH2:17][CH2:18][C:19]2=[O:20])=[O:7])=[CH:4][CH:3]=1. Reported procedure: Terephthaloyl chloride (203 g, i mol) is added in the course of 30 minutes to a solution of ω-laurolactam (403 g, 2 mol) in 1600 ml of cyclohexane and 475 ml of pyridine at room temperature. The mixture is then refluxed for 3 h. After cooling, the flask contents are poured into 3 1 of ice water and the resulting light yellow precipitate is filtered off by suction and dried. Yield 498 g (95%). The reactants are N1C=NC=C1 (imidazole), C(=C)C(=O)C1=C(C=C(C=C1)Cl)Cl (2,4-dichlorophenyl vinyl ketone), ClC1=C(C=CC(=C1)Cl)C(O)C=C (2,4-dichlorophenyl vinyl carbinol), CCOCC (ether), BrC=1C(C(=CC(C1)(Br)Br)Br)=O (2,4,4,6-tetrabromocyclohexa-2,5-dienone). Yields the product ClC(C(=O)C1=CC=CC=C1)CN1C=NC(=C1)Cl (2,4-dichloro-β-(1-imidazolyl)propiophenone). Reaction SMILES: C(C(C1C=[CH:9][C:8]([Cl:11])=[CH:7]C=1Cl)=O)=C.[Cl:13][C:14]1[CH:19]=C(Cl)C=CC=1C(C=C)O.Br[C:26]1[C:27](=O)[C:28](Br)=[CH:29][C:30](Br)(Br)[CH:31]=1.[NH:36]1C=C[N:38]=[CH:37]1.CC[O:43]CC>>[Cl:11][CH:8]([CH2:7][N:36]1[CH:19]=[C:14]([Cl:13])[N:38]=[CH:37]1)[C:9]([C:26]1[CH:27]=[CH:28][CH:29]=[CH:30][CH:31]=1)=[O:43]. Reported procedure: 7.0 g. of 2,4-dichlorophenyl vinyl ketone (prepared by Jones oxidation of 2,4-dichlorophenyl vinyl carbinol using the general method described in J. Chem. Soc. (C), 1966, p. 1972) in 350 ml. of anhydrous ether was treated with 3.5 g. of imidazole, the solution stirred overnight and then washed with water (3 × 30 ml.). The solution is dried (MgSO4) and evaporated to give 2,4-dichloro-β-(1-imidazolyl)propiophenone as an amber gum (8.65 g.). The hydrochloride salt may be precipitated from ether and... The reactants are O (Water), ClC=1C(=C(C=CC1)\C=C(/C#N)\C1=C(C=C(C=C1)Cl)F)F ((Z)-3-(3-chloro-2-fluoro-phenyl)-2-(4-chloro-2-fluoro-phenyl)-acrylonitrile), CC(C\C=N\C[Si](C)(C)C)(C)C ([3,3-dimethyl-but-(E)-ylidene]-trimethylsilanylmethyl-amine), C(C)(=O)O (acetic acid), O (H2O). The solvent is CN(P(=O)(N(C)C)N(C)C)C (hexamethylphosphoramide). Conditions: time 18 hour. Product: ClC=1C(=C(C=CC1)C1C(C(NC1)CC(C)(C)C)(C#N)C1=C(C=C(C=C1)Cl)F)F (rac-(2S,3R,4S)-4-(3-chloro-2-fluoro-phenyl)-3-(4-chloro-2-fluoro-phenyl)-2-(2,2-dimethyl-propyl)-pyrrolidine-3-carbonitrile). The yield is 24.4%. Reaction SMILES: [Cl:1][C:2]1[C:3]([F:20])=[C:4](/[CH:8]=[C:9](/[C:12]2[CH:17]=[CH:16][C:15]([Cl:18])=[CH:14][C:13]=2[F:19])\[C:10]#[N:11])[CH:5]=[CH:6][CH:7]=1.[CH3:21][C:22]([CH3:32])([CH3:31])[CH2:23]/[CH:24]=[N:25]/[CH2:26][Si](C)(C)C.C(O)(=O)C.O>CN(C)P(N(C)C)(N(C)C)=O>[Cl:1][C:2]1[C:3]([F:20])=[C:4]([CH:8]2[CH2:26][NH:25][CH:24]([CH2:23][C:22]([CH3:32])([CH3:31])[CH3:21])[C:9]2([C:12]2[CH:17]=[CH:16][C:15]([Cl:18])=[CH:14][C:13]=2[F:19])[C:10]#[N:11])[CH:5]=[CH:6][CH:7]=1. Reported procedure: To a solution of (Z)-3-(3-chloro-2-fluoro-phenyl)-2-(4-chloro-2-fluoro-phenyl)-acrylonitrile (1.2 g, 3.87 mmol) in hexamethylphosphoramide (20 mL) was added [3,3-dimethyl-but-(E)-ylidene]-trimethylsilanylmethyl-amine (1.1 g, 5.9 mmol), acetic acid (60 mg, 1 mmol) and H2O (0.1 g, 5.6 mmol) sequentially. The reaction mixture was stirred at room temperature for 18 h. Water was added. The mixture was extracted with ethyl acetate. The organic layer was separated, and aqueous layer was extracted with ... Reactants: ClC1=C2C(N3C(=NC2=CC(=C1)Cl)CCCCC3)=O (1,3-dichloro-7,8,9,10-tetrahydroazepino[2,1-b]quinazolin-12(6H)-one), N (ammonia), C(Cl)(Cl)Cl (chloroform), CO (methanol). The reagents and catalysts are [Cl-].[Zn+2].[Cl-] (zinc chloride). Solvent: C(C)[SiH](CC)CC (triethylsilane), C(C)[SiH](CC)CC (triethylsilane), C(C)[SiH](CC)CC (triethylsilane). Yields the product Cl.ClC1=C2CN3C(=NC2=CC(=C1)Cl)CCCCC3 (1,3-dichloro-6,7,8,9,10,12-hexahydroazepino[2,1-b]quinazoline hydrochloride). As a reaction SMILES: [Cl:1][C:2]1[CH:11]=[C:10]([Cl:12])[CH:9]=[C:8]2[C:3]=1[C:4](=O)[N:5]1[CH2:17][CH2:16][CH2:15][CH2:14][CH2:13][C:6]1=[N:7]2.C(Cl)(Cl)Cl.CO.N>C([SiH](CC)CC)C.[Cl-].[Zn+2].[Cl-]>[ClH:1].[Cl:1][C:2]1[CH:11]=[C:10]([Cl:12])[CH:9]=[C:8]2[C:3]=1[CH2:4][N:5]1[CH2:17][CH2:16][CH2:15][CH2:14][CH2:13][C:6]1=[N:7]2 |f:5.6.7,8.9|. Reported procedure: To a solution of 1 g of 1,3-dichloro-7,8,9,10-tetrahydroazepino[2,1-b]quinazolin-12(6H)-one in 15 mL of triethylsilane was added 8 g of anhydrous zinc chloride and the mixture was refluxed under nitrogen with vigorous stirring. The triethylsilane was replenished in about 8-hour intervals. When the reaction was judged complete by TLC (300:25:1 chloroform:methanol: 28% aqueous ammonia, basified aliquot) the excess of triethylsilane and other volatiles were removed in vacuo and the residue was puri...